describe an organic reaction: reactants, conditions, products, and yield From a dataset of the Open Reaction Database (ORD), a public repository of structured organic reaction records. The product is CCOc1cc(COC(=O)CCCCCCC(C)C)ccc1O. The reactants are CCOc1cc(CO)ccc1O, CC(C)CCCCCCC(=O)O, CCCCCC, O. RXN SMILES: [CH2:1]([CH3:2])[O:3][c:4]1[cH:5][c:6]([CH2:7][OH:8])[cH:9][cH:10][c:11]1[OH:12].[CH3:13][CH:14]([CH2:15][CH2:16][CH2:17][CH2:18][CH2:19][CH2:20][C:21](=[O:22])[OH:23])[CH3:24].[CH3:26][CH2:27][CH2:28][CH2:29][CH2:30][CH3:31].[OH2:25]>>[CH2:1]([CH3:2])[O:3][c:4]1[cH:5][c:6]([CH2:7][O:8][C:21]([CH2:20][CH2:19][CH2:18][CH2:17][CH2:16][CH2:15][CH:14]([CH3:13])[CH3:24])=[O:22])[cH:9][cH:10][c:11]1[OH:12]. Reactants: C(C1=CC=CC=C1)N1C(=NN2C(C1=O)=CC=C2Cl)C(O)C2CC2 (3-benzyl-7-chloro-2-(cyclopropyl-hydroxy-methyl)-3H-pyrrolo[2,1-f][1,2,4]triazin-4-one), [N-]=[N+]=[N-].[Na+] (sodium azide), C1(=CC=CC=C1)P(C1=CC=CC=C1)C1=CC=CC=C1 (triphenylphosphine). The solvent is CCOC(=O)C (EtOAc), CN(C)C=O (DMF). Run at time 8 hour. The product is NC(C1=NN2C(C(N1CC1=CC=CC=C1)=O)=CC=C2Cl)C2CC2 ((±)-2-(amino-cyclopropyl-methyl)-3-benzyl-7-chloro-3H-pyrrolo[2,1-f][1,2,4]triazin-4-one). Yield: 72.4%. As a reaction SMILES: [CH2:1]([N:8]1[C:13](=[O:14])[C:12]2=[CH:15][CH:16]=[C:17]([Cl:18])[N:11]2[N:10]=[C:9]1[CH:19]([CH:21]1[CH2:23][CH2:22]1)O)[C:2]1[CH:7]=[CH:6][CH:5]=[CH:4][CH:3]=1.[N-:24]=[N+]=[N-].[Na+].C1(P(C2C=CC=CC=2)C2C=CC=CC=2)C=CC=CC=1>CN(C=O)C.CCOC(C)=O>[NH2:24][CH:19]([CH:21]1[CH2:23][CH2:22]1)[C:9]1[N:8]([CH2:1][C:2]2[CH:7]=[CH:6][CH:5]=[CH:4][CH:3]=2)[C:13](=[O:14])[C:12]2=[CH:15][CH:16]=[C:17]([Cl:18])[N:11]2[N:10]=1 |f:1.2|. Reported procedure: A mixture of 3-benzyl-7-chloro-2-(cyclopropyl-hydroxy-methyl)-3H-pyrrolo[2,1-f][1,2,4]triazin-4-one (Example 17 G, 0.10 g, 0.29 mmol) and sodium azide (30 mg, 0.46 mmol) in DMF (2 mL) was stirred at rt under nitrogen overnight. The reaction mixture was diluted with EtOAc to 40 mL, washed with water and brine, dried over MgSO2 and concentrated to a pale oil. The oil was dissolved in THF (6 mL) and water (0.2 mL), flushed with nitrogen and treated with triphenylphosphine (0.15 g, 0.58 mmol). The r...